This data is from the Open Reaction Database (ORD), a public repository of structured organic reaction records. The task is: describe an organic reaction: reactants, conditions, products, and yield Starting materials: NC=1C=C2C(=NN(C2=CC1)C(=O)OC(C)(C)C)C1=CC=CC=C1 (5-amino-N-tert-butoxycarbonyl-3-phenyl-1H-indazole), solid, O1CCCC1 (tetrahydrofuran), FC=1C=C(C=CC1)S(=O)(=O)Cl (3-fluorobenzenesulfonyl chloride). Run in C(C)N(CC)CC (triethylamine). Yields the product C(C)(C)(C)OC(=O)N1N=C(C2=CC(=CC=C12)NS(=O)(=O)C1=CC(=CC=C1)F)C1=CC=CC=C1 (N-(N-tert-butoxycarbonyl-3-phenyl-1H-indazol-5-yl)-3-fluorobenzenesulfonamide). Yield: 74.4%. As a reaction SMILES: [NH2:1][C:2]1[CH:3]=[C:4]2[C:8](=[CH:9][CH:10]=1)[N:7]([C:11]([O:13][C:14]([CH3:17])([CH3:16])[CH3:15])=[O:12])[N:6]=[C:5]2[C:18]1[CH:23]=[CH:22][CH:21]=[CH:20][CH:19]=1.O1CCCC1.[F:29][C:30]1[CH:31]=[C:32]([S:36](Cl)(=[O:38])=[O:37])[CH:33]=[CH:34][CH:35]=1>C(N(CC)CC)C>[C:14]([O:13][C:11]([N:7]1[C:8]2[C:4](=[CH:3][C:2]([NH:1][S:36]([C:32]3[CH:33]=[CH:34][CH:35]=[C:30]([F:29])[CH:31]=3)(=[O:38])=[O:37])=[CH:10][CH:9]=2)[C:5]([C:18]2[CH:19]=[CH:20][CH:21]=[CH:22][CH:23]=2)=[N:6]1)=[O:12])([CH3:17])([CH3:16])[CH3:15]. Reported procedure: N-(N-tert-Butoxycarbonyl-3-phenyl-1H-indazol-5-yl)-3-fluorobenzenesulfonamide can be obtained as described in Example 1 from 0.4 g of 5-amino-N-tert-butoxycarbonyl-3-phenyl-1H-indazole, 15 ml of tetrahydrofuran, 0.36 ml of triethylamine and 0.27 g of 3-fluorobenzenesulfonyl chloride. 0.45 g of N-(N-tert-butoxycarbonyl-3-phenyl-1H-indazol-5-yl)-3-fluorobenzenesulfonamide is thus obtained in the form of an ochre solid melting at 100° C. As a reaction SMILES: Cl[C:2]1[CH:7]=[CH:6][CH:5]=[C:4]([C:8]([O:10][OH:11])=[O:9])[CH:3]=1.B([O-])([O-])[O-].[Na+].[Na+].[Na+].FC(F)(F)C(O)=O.C(OC(=O)C)(=O)C.OO>>[CH:3]1[C:4]([C:8]([O:10][OH:11])=[O:9])=[CH:5][CH:6]=[CH:7][CH:2]=1 |f:1.2.3.4|. The reactants are ClC1=CC(=CC=C1)C(=O)OO (m-Chloroperbenzoic acid), B([O-])([O-])[O-].[Na+].[Na+].[Na+] (sodium borate), FC(C(=O)O)(F)F (trifluoroacetic acid), C(C)(=O)OC(C)=O (acetic anhydride), OO (H2O2). The product is C1=CC=CC=C1C(=O)OO (perbenzoic acid). Procedure details: m-Chloroperbenzoic acid (MCPBA), a mixture of sodium borate and trifluoroacetic acid or a mixture of acetic anhydride and H2O2 is preferably used for the oxidation. If desired, a commercially available wetting agent can additionally be added to the oxidizing agent. The reaction times lie in a wide range and range from about 0.5 to about 15 hours, preferably 1 to 8 hours. The reaction temperature ranges from −20 to about 100° C., preferably from 0 to about 85° C. Reaction conditions: time 4.5 hour. Starting materials: CO, CNC(=O)c1ccc(OC)cc1C(O)c1cccc(F)c1. Product: CNC(=O)c1ccc(OC)cc1Cc1cccc(F)c1. RXN SMILES: [CH3:22][OH:23].[F:1][c:2]1[cH:3][c:4]([CH:8]([c:9]2[c:10]([C:11](=[O:12])[NH:13][CH3:14])[cH:15][cH:16][c:17]([O:19][CH3:20])[cH:18]2)[OH:21])[cH:5][cH:6][cH:7]1>>[F:1][c:2]1[cH:3][c:4]([CH2:8][c:9]2[c:10]([C:11](=[O:12])[NH:13][CH3:14])[cH:15][cH:16][c:17]([O:19][CH3:20])[cH:18]2)[cH:5][cH:6][cH:7]1. Starting materials: O (water), C(C)[SiH](CC)CC (triethylsilane), S1C2=C(C=C1C(O)C1=C(C3=CC=CC=C3C(=C1)Br)OC)C=CC=C2 (benzo[b]thiophen-2-yl-(4-bromo-1-methoxynaphthalen-2-yl)methanol), CO (methanol). Solvent: C(Cl)Cl (methylene chloride). Reaction conditions: time 2 hour. Product: BrC1=CC(=C(C2=CC=CC=C12)OC)CC1=CC2=C(S1)C=CC=C2 (2-(4-Bromo-1-methoxynaphthalen-2-yl-methyl)benzo[b]thiophene). Isolated yield 80.0%. RXN SMILES: C([SiH](CC)CC)C.[S:8]1[C:12]([CH:13]([C:15]2[CH:24]=[C:23]([Br:25])[C:22]3[C:17](=[CH:18][CH:19]=[CH:20][CH:21]=3)[C:16]=2[O:26][CH3:27])O)=[CH:11][C:10]2[CH:28]=[CH:29][CH:30]=[CH:31][C:9]1=2.CO.O>C(Cl)Cl>[Br:25][C:23]1[C:22]2[C:17](=[CH:18][CH:19]=[CH:20][CH:21]=2)[C:16]([O:26][CH3:27])=[C:15]([CH2:13][C:12]2[S:8][C:9]3[CH:31]=[CH:30][CH:29]=[CH:28][C:10]=3[CH:11]=2)[CH:24]=1. Procedure: In a nitrogen stream, triethylsilane (2.48 ml, 15.5 mmol) and a boron trifluoride-diethyl ether complex (1.08 ml, 8.54 mmol) were added dropwise to a solution of benzo[b]thiophen-2-yl-(4-bromo-1-methoxynaphthalen-2-yl)methanol (3.1 g, 7.76 mmol) in methylene chloride (60 ml) at 0° C. and the reaction mixture was stirred at room temperature for two hours, and then a 50% methanol aqueous solution (1 ml) was added and furthermore water (30 ml) was added thereto. The resulting mixture was extracted ... Reactants: Cl.C(C)(C)(C)OC([C@@H](N)C)=O (alanine tert-butyl ester hydrochloride), Cl.CN(CCCN=C=NCC)C (1-[3-(dimethylamino)propyl]-3-ethylcarbodiimide hydrochloride), C(#N)C(C(=O)O)C (2-cyanopropionic acid), O.ON1N=NC2=C1C=CC=C2 (1-hydroxybenzotriazole hydrate). The solvent is CN(C=O)C (dimethyl formamide), C(C)N(CC)CC (triethylamine). Reaction conditions: temperature 0 celsius, time 2 hour. Yields the product C(C)(C)(C)OC([C@@H](NCC(C)C#N)C)=O (N-(2-cyanopropyl)alanine tert-butyl ester). Reaction SMILES: Cl.[C:2]([O:6][C:7](=[O:11])[C@H:8]([CH3:10])[NH2:9])([CH3:5])([CH3:4])[CH3:3].[C:12]([CH:14]([CH3:18])[C:15](O)=O)#[N:13].O.ON1C2C=CC=CC=2N=N1.Cl.CN(C)CCCN=C=NCC>CN(C)C=O.C(N(CC)CC)C>[C:2]([O:6][C:7](=[O:11])[C@H:8]([CH3:10])[NH:9][CH2:15][CH:14]([C:12]#[N:13])[CH3:18])([CH3:5])([CH3:4])[CH3:3] |f:0.1,3.4,5.6|. Procedure details: To a solution of alanine tert-butyl ester hydrochloride (41.5 g, 228 mmol) in anhydrous dimethyl formamide (DMF, 35 mL) under argon was added triethylamine (35 mL) followed by 2-cyanopropionic acid (25 g, 252 mmol) and 1-hydroxybenzotriazole hydrate (HOBt, 40.5 g, 300 mmol). The resulting mixture was cooled to 0° C. and 1-[3-(dimethylamino)propyl]-3-ethylcarbodiimide hydrochloride (EDC, 48.8 g, 255 mmol) was added. The mixture was stirred at 0° C. for 2 h followed by 12 h at 23° C. The solvent w...